This data is from the Open Reaction Database (ORD), a public repository of structured organic reaction records. The task is: describe an organic reaction: reactants, conditions, products, and yield As a reaction SMILES: [F:1][C:2]1[CH:7]=[CH:6][C:5]([CH:8]([CH:32]2[CH2:37][CH2:36][N:35]([CH:38]([CH3:40])[CH3:39])[CH2:34][CH2:33]2)[CH2:9][N:10]2[CH2:15][CH2:14][N:13]([CH2:16][CH2:17][CH2:18][CH2:19][C:20]3[C:29]4[C:24](=[CH:25][CH:26]=[CH:27][CH:28]=4)[CH:23]=[CH:22][C:21]=3[O:30][CH3:31])[CH2:12][CH2:11]2)=[CH:4][CH:3]=1.[ClH:41].C(OCC)(=O)C>CO>[ClH:41].[ClH:41].[ClH:41].[F:1][C:2]1[CH:3]=[CH:4][C:5]([CH:8]([CH:32]2[CH2:33][CH2:34][N:35]([CH:38]([CH3:40])[CH3:39])[CH2:36][CH2:37]2)[CH2:9][N:10]2[CH2:15][CH2:14][N:13]([CH2:16][CH2:17][CH2:18][CH2:19][C:20]3[C:29]4[C:24](=[CH:25][CH:26]=[CH:27][CH:28]=4)[CH:23]=[CH:22][C:21]=3[O:30][CH3:31])[CH2:12][CH2:11]2)=[CH:6][CH:7]=1 |f:1.2,4.5.6.7|. Starting materials: FC1=CC=C(C=C1)C(CN1CCN(CC1)CCCCC1=C(C=CC2=CC=CC=C12)OC)C1CCN(CC1)C(C)C (1-[2-(4-Fluorophenyl)-2-(1-isopropylpiperidin-4-yl)ethyl]-4-[4-(2-methoxy-naphthalen-1-yl)butyl]piperazine), Cl.C(C)(=O)OCC (hydrogen chloride ethyl acetate). The product is Cl.Cl.Cl.FC1=CC=C(C=C1)C(CN1CCN(CC1)CCCCC1=C(C=CC2=CC=CC=C12)OC)C1CCN(CC1)C(C)C (1-[2-(4-fluorophenyl)-2-(1-isopropylpiperidin-4-yl)ethyl]-4-[4-(2-methoxynaphthalen-1-yl)butyl]-piperazine trihydrochloride). Run in CO (methanol). Procedure details: 0.11 g of 1-[2-(4-Fluorophenyl)-2-(1-isopropylpiperidin-4-yl)ethyl]-4-[4-(2-methoxy-naphthalen-1-yl)butyl]piperazine was dissolved in 4 ml of methanol, and 1 ml of 4M hydrogen chloride/ethyl acetate solution was added. The solution was concentrated under reduced pressure, and the resulting solid was washed with ethyl acetate to give 0.12 g of 1-[2-(4-fluorophenyl)-2-(1-isopropylpiperidin-4-yl)ethyl]-4-[4-(2-methoxynaphthalen-1-yl)butyl]-piperazine trihydrochloride. Starting materials: C(C)(C)(C)OC(=O)N1[C@H](C[C@H](C1)O)C(NC1CC1)=O ((2R,4R)-2-Cyclopropylcarbamoyl-4-hydroxy-pyrrolidine-1-carboxylic acid tert-butyl ester), C(=O)(C(F)(F)F)O (TFA). Run in C(Cl)Cl (DCM). Product: C1(CC1)NC(=O)[C@@H]1NC[C@@H](C1)O ((2R,4R)-4-hydroxy-pyrrolidine-2-carboxylic acid cyclopropylamide). The yield is 95.3%. Reaction SMILES: C(OC([N:8]1[CH2:12][C@H:11]([OH:13])[CH2:10][C@@H:9]1[C:14](=[O:19])[NH:15][CH:16]1[CH2:18][CH2:17]1)=O)(C)(C)C.C(O)(C(F)(F)F)=O>C(Cl)Cl>[CH:16]1([NH:15][C:14]([C@H:9]2[CH2:10][C@@H:11]([OH:13])[CH2:12][NH:8]2)=[O:19])[CH2:18][CH2:17]1. Procedure details: (2R,4R)-2-Cyclopropylcarbamoyl-4-hydroxy-pyrrolidine-1-carboxylic acid tert-butyl ester (5 g) was deprotected using 50 mL of 30% TFA in DCM at rt for 2 hours to give 3 g of (2R,4R)-4-hydroxy-pyrrolidine-2-carboxylic acid cyclopropylamide as a light yellow oil.